From a dataset of the Open Reaction Database (ORD), a public repository of structured organic reaction records. describe an organic reaction: reactants, conditions, products, and yield Reactants: O (water), C(C)(C)(C)C1=C(N)C(=CC(=C1)S)C (2-tert-butyl-4-mercapto-6-methylaniline), [F-].C(CCC)[N+](CCCC)(CCCC)CCCC (tetrabutylammonium fluoride), C(C(=C)C)(=O)OC (methyl methacrylate). Solvent: C1(=CC=CC=C1)C (toluene), C1(=CC=CC=C1)C (toluene). Run at time 24 hour. The product is NC1=C(C=C(C=C1C)SCC(C(=O)OC)C)C(C)(C)C (Methyl 3-(4-Amino-3-tert-butyl-5-methylphenylthio)-2-methylpropionate). Isolated yield 18.6%. RXN SMILES: [C:1]([C:5]1[CH:11]=[C:10]([SH:12])[CH:9]=[C:8]([CH3:13])[C:6]=1[NH2:7])([CH3:4])([CH3:3])[CH3:2].[F-].C([N+](CCCC)(CCCC)CCCC)CCC.[C:32]([O:37][CH3:38])(=[O:36])[C:33]([CH3:35])=[CH2:34].O>C1(C)C=CC=CC=1>[NH2:7][C:6]1[C:8]([CH3:13])=[CH:9][C:10]([S:12][CH2:34][CH:33]([CH3:35])[C:32]([O:37][CH3:38])=[O:36])=[CH:11][C:5]=1[C:1]([CH3:4])([CH3:3])[CH3:2] |f:1.2|. Reported procedure: To a stirred solution of 1.00 g (5.1 mmol) of 2-tert-butyl-4-mercapto-6-methylaniline and 0.15 g (0.5 mmol) of tetrabutylammonium fluoride in 5 mL of toluene at -5° C. is added dropwise a solution of 0.51 g (5.1 mmol) of methyl methacrylate in 5 mL of toluene. The reaction mixture is stirred for 24 hours at room temperature. The reaction mixture is then poured into 50 mL of water. The phases are separated and the organic phase is dried over anhydrous sodium sulfate. The solvent is removed in vac...